Dataset: the Open Reaction Database (ORD), a public repository of structured organic reaction records. Task: describe an organic reaction: reactants, conditions, products, and yield Starting materials: N1C=C(C2=CC=CC=C12)C(C(=O)Cl)=O (3-indoleglyoxalyl chloride), CO (methanol). Product: N1C=C(C2=CC=CC=C12)C(C(=O)OC)=O (methyl 3-indoleglyoxylate). Reaction SMILES: [NH:1]1[C:9]2[C:4](=[CH:5][CH:6]=[CH:7][CH:8]=2)[C:3]([C:10](=[O:14])[C:11](Cl)=[O:12])=[CH:2]1.[CH3:15][OH:16]>>[NH:1]1[C:9]2[C:4](=[CH:5][CH:6]=[CH:7][CH:8]=2)[C:3]([C:10](=[O:14])[C:11]([O:16][CH3:15])=[O:12])=[CH:2]1. Procedure details: reacting the 3-indoleglyoxalyl chloride with methanol to give methyl 3-indoleglyoxylate, and The reactants are O.NN (Hydrazine hydrate), ClC1=CC=C(ON2C(C=3C(C2=O)=CC=CC3)=O)C=C1 (N-(4-Chlorophenoxy)phthalimide). Run in C(Cl)(Cl)Cl (chloroform), CO (methanol). Reaction conditions: time 22 hour. Yields the product ClC1=CC=C(C=C1)ON (O-(4-chlorophenyl)hydroxylamine). As a reaction SMILES: O.NN.[Cl:4][C:5]1[CH:22]=[CH:21][C:8]([O:9][N:10]2C(=O)C3=CC=CC=C3C2=O)=[CH:7][CH:6]=1>C(Cl)(Cl)Cl.CO>[Cl:4][C:5]1[CH:22]=[CH:21][C:8]([O:9][NH2:10])=[CH:7][CH:6]=1 |f:0.1|. Reported procedure: Hydrazine hydrate (0.56 mL, 12 mmol) was added to a solution of Example 3A (820 mg, 3.0 mmol) in chloroform (37 mL) and methanol (4 mL). The suspension was stirred at room temperature for 22 hours. Silica gel (10 g) was added, and the mixture was concentrated to dryness. The residue was applied to the top of a flash chromatography column and eluted with hexanes-ethyl acetate (80:20) to provide the title compound as the free amine. The residue was dissolved in ethanol (5 mL) and treated with HCl/...